From a dataset of the Open Reaction Database (ORD), a public repository of structured organic reaction records. describe an organic reaction: reactants, conditions, products, and yield The reactants are [Br-], Brc1ccc2cc[nH]c2c1, CC[Mg+], CC1(C)C(C(=O)Cl)C1(C)C, [Cl-], [Cl-], ClCCl, [Zn+2]. Yields the product CC1(C)C(C(=O)c2c[nH]c3cc(Br)ccc23)C1(C)C. Reaction SMILES: [Br-:11].[Br:1][c:2]1[cH:3][cH:4][c:5]2[cH:6][cH:7][nH:8][c:9]2[cH:10]1.[CH2:12]([Mg+:13])[CH3:14].[CH3:15][C:16]1([CH3:24])[CH:17]([C:21](=[O:22])[Cl:23])[C:18]1([CH3:19])[CH3:20].[Cl-:28].[Cl-:30].[Cl:25][CH2:26][Cl:27].[Zn+2:29]>>[Br:1][c:2]1[cH:3][cH:4][c:5]2[c:6]([C:21]([CH:17]3[C:16]([CH3:15])([CH3:24])[C:18]3([CH3:19])[CH3:20])=[O:22])[cH:7][nH:8][c:9]2[cH:10]1. Reaction conditions: time 30 minute. Yield: 92.0%. The product is C1(=CC=CC=C1)CCC1=CC=CC=C1 (1,2-diphenylethane). As a reaction SMILES: [C:1]1([C:7]#[C:8][C:9]2[CH:14]=[CH:13][CH:12]=[CH:11][CH:10]=2)[CH:6]=[CH:5][CH:4]=[CH:3][CH:2]=1.O.C1(/C=C\C2C=CC=CC=2)C=CC=CC=1.C1(/C=C/C2C=CC=CC=2)C=CC=CC=1>C(OCC)(=O)C>[C:1]1([CH2:7][CH2:8][C:9]2[CH:10]=[CH:11][CH:12]=[CH:13][CH:14]=2)[CH:6]=[CH:5][CH:4]=[CH:3][CH:2]=1. The solvent is C(C)(=O)OCC (ethyl acetate). Starting materials: C1(=CC=CC=C1)\C=C/C1=CC=CC=C1 (cis-1,2-diphenylethylene), C1(=CC=CC=C1)\C=C\C1=CC=CC=C1 (trans-1,2-diphenylethylene), C1(=CC=CC=C1)C#CC1=CC=CC=C1 (diphenylacetylene), O (water), stainless steel. Procedure details: 1.34 g (7.5 mmol) of diphenylacetylene (1), 4.01 mL (225 mmol) of distilled water and stainless steel balls (25 pieces) were placed in the vessel of the planetary ball mill, which was then closed, and agitated by operating the planetary ball mill for 6 hours at 650 rpm (reversed every 30 minutes). After the lapse of 6 hours, 200 mL of ethyl acetate was added to the vessel of the ball mill to provide a solution containing the reaction mixture, which was then filtered with celite. The filtrate was...